This data is from the Open Reaction Database (ORD), a public repository of structured organic reaction records. The task is: describe an organic reaction: reactants, conditions, products, and yield Starting materials: NC1C(N(C2=C(C(=N1)C1=C(C=CC=C1)F)C=CC=C2)C)=O (3(R,S)-amino-1,3-dihydro-1-methyl-5-(2-fluorophenyl)-2H-1,4-benzodiazepin-2-one), COC=1C=C(C=CC1)N=C=O (3-methoxyphenylisocyanate). The solvent is O1CCCC1 (tetrahydrofuran). Run at time 8 hour. Yields the product FC1=C(C=CC=C1)C1=NC(C(N(C2=C1C=CC=C2)C)=O)NC(=O)NC2=CC(=CC=C2)OC (N-(5-(2-Fluorophenyl)-2,3-dihydro-1-methyl-2-oxo-1H-1,4-benzodiazepin-3-yl)-N'-(3-methoxyphenyl)-urea). As a reaction SMILES: [NH2:1][CH:2]1[N:8]=[C:7]([C:9]2[CH:14]=[CH:13][CH:12]=[CH:11][C:10]=2[F:15])[C:6]2[CH:16]=[CH:17][CH:18]=[CH:19][C:5]=2[N:4]([CH3:20])[C:3]1=[O:21].[CH3:22][O:23][C:24]1[CH:25]=[C:26]([N:30]=[C:31]=[O:32])[CH:27]=[CH:28][CH:29]=1>O1CCCC1>[F:15][C:10]1[CH:11]=[CH:12][CH:13]=[CH:14][C:9]=1[C:7]1[C:6]2[CH:16]=[CH:17][CH:18]=[CH:19][C:5]=2[N:4]([CH3:20])[C:3](=[O:21])[CH:2]([NH:1][C:31]([NH:30][C:26]2[CH:27]=[CH:28][CH:29]=[C:24]([O:23][CH3:22])[CH:25]=2)=[O:32])[N:8]=1. Procedure details: Equimolar amounts of 3(R,S)-amino-1,3-dihydro-1-methyl-5-(2-fluorophenyl)-2H-1,4-benzodiazepin-2-one and 3-methoxyphenylisocyanate were mixed in 8 ml of dry tetrahydrofuran at room temperature. The reaction mixture was allowed to stand for 8 hours and was then filtered. The collected solids were washed with tetrahydrofuran and dried in vacuo over P2O5 to give the analytical product: m.p. 271°-273° C. Starting materials: COP(=O)(Cc1ccccc1Br)OC, CC(C)(C)OC(=O)N1CCCC(=O)CC1, C1CCOC1, CCO, [H-], [Na+]. Product: CC(C)(C)OC(=O)N1CCCC(=Cc2ccccc2Br)CC1. Reaction SMILES: [Br:1][c:2]1[c:3]([CH2:4][P:5](=[O:6])([O:7][CH3:8])[O:9][CH3:10])[cH:11][cH:12][cH:13][cH:14]1.[C:20]([CH3:21])([CH3:22])([CH3:23])[O:24][C:25](=[O:26])[N:27]1[CH2:28][CH2:29][C:30](=[O:34])[CH2:31][CH2:32][CH2:33]1.[CH2:35]1[O:36][CH2:37][CH2:38][CH2:39]1.[CH3:17][CH2:18][OH:19].[H-:16].[Na+:15]>>[Br:1][c:2]1[c:3]([CH:4]=[C:30]2[CH2:29][CH2:28][N:27]([C:25]([O:24][C:20]([CH3:21])([CH3:22])[CH3:23])=[O:26])[CH2:33][CH2:32][CH2:31]2)[cH:11][cH:12][cH:13][cH:14]1. Starting materials: O=C([O-])O, CCC1(CC)OC(=O)N(C)c2ccc(B(O)O)cc21, CC(C)=O, [Na+], [Na+], O, O=S([O-])O. The product is CCC1(CC)OC(=O)N(C)c2ccc(O)cc21. Reaction SMILES: [C:24](=[O:25])([OH:26])[O-:27].[CH2:1]([CH3:2])[C:3]1([CH2:18][CH3:19])[O:4][C:5](=[O:17])[N:6]([CH3:16])[c:7]2[c:8]1[cH:9][c:10]([B:13]([OH:14])[OH:15])[cH:11][cH:12]2.[CH3:20][C:21]([CH3:22])=[O:23].[Na+:28].[Na+:33].[OH2:34].[S:29](=[O:30])([OH:31])[O-:32]>>[CH2:1]([CH3:2])[C:3]1([CH2:18][CH3:19])[O:4][C:5](=[O:17])[N:6]([CH3:16])[c:7]2[c:8]1[cH:9][c:10]([OH:23])[cH:11][cH:12]2. The reactants are C(C)O (ethanol), Cl (hydrochloric acid), ClC1=C(C=C(OC2=NC=C(C=C2C)[N+](=O)[O-])C=C1)C(F)(F)F (2-(4-chloro-3-trifluoromethyl-phenoxy)-3-methyl-5-nitro-pyridine). The reagents and catalysts are [Fe] (iron). The solvent is O (water). Conditions: temperature 50 celsius. The product is ClC1=C(C=C(OC2=C(C=C(C=N2)N)C)C=C1)C(F)(F)F (6-(4-chloro-3-trifluoromethyl-phenoxy)-5-methyl-pyridin-3-ylamine). Yield: 79.5%. RXN SMILES: C(O)C.Cl.[Cl:5][C:6]1[CH:22]=[CH:21][C:9]([O:10][C:11]2[C:16]([CH3:17])=[CH:15][C:14]([N+:18]([O-])=O)=[CH:13][N:12]=2)=[CH:8][C:7]=1[C:23]([F:26])([F:25])[F:24]>[Fe].O>[Cl:5][C:6]1[CH:22]=[CH:21][C:9]([O:10][C:11]2[N:12]=[CH:13][C:14]([NH2:18])=[CH:15][C:16]=2[CH3:17])=[CH:8][C:7]=1[C:23]([F:26])([F:24])[F:25]. Procedure: A 250 ml two-necked round-bottomed flask equipped with a KPG-stirrer, a thermometer and a reflux condenser is charged with ethanol (100 ml), water (10 ml), iron (3.11 g) and hydrochloric acid 37% (0.3 ml). The reaction mixture is heated at 50° C. 2-(4-chloro-3-trifluoromethyl-phenoxy)-3-methyl-5-nitro-pyridine (5.81 g) is added portionwise. The mixture was heated at reflux for 2 hours. After cooling the mixture to 50° C. it is filtered through celite. The filtrate is poured into water (200 ml) a... Starting materials: OC(CN1N=C(C=C1)NC([C@H](CC(C)C)N1C(C=C(C1)OC1=C(C=CC=C1)Cl)=O)=O)(C)C ((S)-2-[4-(2-Chloro-phenoxy)-2-oxo-2,5-dihydro-pyrrol-1-yl]-4-methyl-pentanoic acid [1-(2-hydroxy-2-methyl-propyl)-1H-pyrazol-3-yl]-amide), Cl.CN(CCCN=C=NCC)C (1-(3-dimethylaminopropyl)-3-ethylcarbodiimide hydrochloride salt), ON1N=NC2=C1C=CC=C2 (1-hydroxybenzotriazole), C(C)(C)(C)OC(=O)N1C(OC[C@H]1CN1N=C(C=C1)N)(C)C ((R)-4-(3-amino-pyrazol-1-ylmethyl)-2,2-dimethyl-oxazolidine-3-carboxylic acid t-butyl ester). Solvent: ClCCl (dichloromethane), ClCCl (dichloromethane). Conditions: temperature 25 celsius, time 18 hour. Yields the product C(C)(C)(C)OC(=O)N1C(OC[C@H]1CN1N=C(C=C1)NC([C@H](CC(C)C)N1C(C=C(C1)OC1=C(C=CC=C1)Cl)=O)=O)(C)C ((R)-4-(3-{(S)-2-[4-(2-chloro-phenoxy)-2-oxo-2,5-dihydro-pyrrol-1-yl]-4-methyl-pentanoylamino}-pyrazol-1-ylmethyl)-2,2-dimethyl-oxazolidin-3-carboxylic acid t-butyl ester). The yield is 105.8%. As a reaction SMILES: OC(C)(C)C[N:4]1[CH:8]=[CH:7][C:6]([NH:9][C:10](=[O:30])[C@@H:11]([N:16]2[CH2:20][C:19]([O:21][C:22]3[CH:27]=[CH:26][CH:25]=[CH:24][C:23]=3[Cl:28])=[CH:18][C:17]2=[O:29])[CH2:12][CH:13]([CH3:15])[CH3:14])=[N:5]1.Cl.CN(C)CCCN=C=NCC.ON1C2C=CC=CC=2N=N1.[C:55]([O:59][C:60]([N:62]1[C@H:66]([CH2:67]N2C=CC(N)=N2)[CH2:65][O:64][C:63]1([CH3:75])[CH3:74])=[O:61])([CH3:58])([CH3:57])[CH3:56]>ClCCl>[C:55]([O:59][C:60]([N:62]1[C@H:66]([CH2:67][N:4]2[CH:8]=[CH:7][C:6]([NH:9][C:10](=[O:30])[C@@H:11]([N:16]3[CH2:20][C:19]([O:21][C:22]4[CH:27]=[CH:26][CH:25]=[CH:24][C:23]=4[Cl:28])=[CH:18][C:17]3=[O:29])[CH2:12][CH:13]([CH3:14])[CH3:15])=[N:5]2)[CH2:65][O:64][C:63]1([CH3:74])[CH3:75])=[O:61])([CH3:58])([CH3:56])[CH3:57] |f:1.2|. Procedure details: A solution of (S)-2-[4-(2-chloro-phenoxy)-2-oxo-2,5-dihydro-pyrrol-1-yl]-4-methyl-pentanoic acid (prepared as in Example 64, 0.98 g, 3.01 mmol) in dichloromethane (15 mL) was treated with 1-(3-dimethylaminopropyl)-3-ethylcarbodiimide hydrochloride salt (0.64 g, 3.32 mmol), 1-hydroxybenzotriazole (0.45 g, 3.32 mmol) and (R)-4-(3-amino-pyrazol-1-ylmethyl)-2,2-dimethyl-oxazolidine-3-carboxylic acid t-butyl ester (1.07 g, 1.57 mmol). The reaction mixture was stirred for 18 h at 25° C., under nitroge... The reactants are FC(C=1C=C(CO[C@@H]2[C@H](NCCO2)C2=CC=CC=C2)C=C(C1)C(F)(F)F)(F)F (2-(S)-(3,5-bis(trifluoromethyl)benzyloxy)-3-(R)-phenylmorpholine), BrCCCCCC(=O)OC (methyl 6-bromohexanoate), C(=O)([O-])[O-].[K+].[K+] (K2CO3). The reagents and catalysts are [N+](CCCC)(CCCC)(CCCC)CCCC.[I-] (nBu4NI). The solvent is CN(C)C=O (DMF), CCOC(=O)C (EtOAc). Reaction conditions: temperature 60 celsius. The product is FC(C=1C=C(CO[C@@H]2[C@H](N(CCO2)CCCCCC(=O)OC)C2=CC=CC=C2)C=C(C1)C(F)(F)F)(F)F (2-(S)-(3,5-Bis(trifluoromethyl)benzyloxy)-4-(methoxycarbonylpentyl)-3-(R)-phenylmorpholine). The yield is 64.4%. RXN SMILES: [F:1][C:2]([F:28])([F:27])[C:3]1[CH:4]=[C:5]([CH:20]=[C:21]([C:23]([F:26])([F:25])[F:24])[CH:22]=1)[CH2:6][O:7][C@H:8]1[O:13][CH2:12][CH2:11][NH:10][C@@H:9]1[C:14]1[CH:19]=[CH:18][CH:17]=[CH:16][CH:15]=1.Br[CH2:30][CH2:31][CH2:32][CH2:33][CH2:34][C:35]([O:37][CH3:38])=[O:36].C([O-])([O-])=O.[K+].[K+]>CN(C=O)C.[N+](CCCC)(CCCC)(CCCC)CCCC.[I-].CCOC(C)=O>[F:28][C:2]([F:1])([F:27])[C:3]1[CH:4]=[C:5]([CH:20]=[C:21]([C:23]([F:24])([F:25])[F:26])[CH:22]=1)[CH2:6][O:7][C@H:8]1[O:13][CH2:12][CH2:11][N:10]([CH2:30][CH2:31][CH2:32][CH2:33][CH2:34][C:35]([O:37][CH3:38])=[O:36])[C@@H:9]1[C:14]1[CH:19]=[CH:18][CH:17]=[CH:16][CH:15]=1 |f:2.3.4,6.7|. Procedure details: To a solution of 0.259 g (0.64 mmol) of 2-(S)-(3,5-bis(trifluoromethyl)benzyloxy)-3-(R)-phenylmorpholine (from example 33) in 2 mL of DMF were added 0.16 g (0.77 mmol) of methyl 6-bromohexanoate, 0.155 g (1.12 mmol) of K2CO3 and 2 crystals of nBu4NI. The resulting solution was heated in a 60° C. bath for 36 h, at which time a tlc indicated incomplete reaction. The bath temperature was raised to 100° C. After 3 h the reaction mixture was cooled and diluted with EtOAc. The EtOAc solution was washe... The reactants are C1(=CC=CC=C1)C1=CC=CC2=CC=CC=C12 (1-phenylnaphthalene), [N+](=O)(O)[O-] (nitric acid), reduced iron. Solvent: C(C)(=O)O (acetic acid). Yields the product NC1=CC=C(C=C1)C1=CC=CC2=CC=CC=C12 (1-(4-aminophenyl)naphthalene). Yield: 39.0%. RXN SMILES: [C:1]1([C:7]2[C:16]3[C:11](=[CH:12][CH:13]=[CH:14][CH:15]=3)[CH:10]=[CH:9][CH:8]=2)[CH:6]=[CH:5][CH:4]=[CH:3][CH:2]=1.[N+:17]([O-])(O)=O>C(O)(=O)C>[NH2:17][C:4]1[CH:5]=[CH:6][C:1]([C:7]2[C:16]3[C:11](=[CH:12][CH:13]=[CH:14][CH:15]=3)[CH:10]=[CH:9][CH:8]=2)=[CH:2][CH:3]=1. Procedure details: 204 g of 1-phenylnaphthalene was nitrated in 1 l of acetic acid using nitric acid. The product was reduced using a reduced iron to obtain 1-(4-aminophenyl)naphthalene (yield: 39%). Starting materials: [Cl-].[NH4+] (ammonium chloride), C(C1=CC=CC=C1)OC1=C(C=C(C=C1)C(O)C1=C(C=C(C=C1C)O[Si](C(C)C)(C(C)C)C(C)C)C)S(=O)(=O)C1=CC=C(C=C1)F ({4-(Benzyloxy)-3-[(4-fluorophenyl)sulphonyl]phenyl}{2,6-dimethyl-4-[(triisopropylsilyl)oxy]phenyl}methanol), FC(S(=O)(=O)O[Si](C)(C)C)(F)F (trimethylsilyl trifluoromethane-sulphonate), C(C)[SiH](CC)CC (triethylsilane). Run in O1CCCC1 (tetrahydrofuran). Run at time 1.5 hour. Product: C(C1=CC=CC=C1)OC1=C(C=C(CC2=C(C=C(O[Si](C(C)C)(C(C)C)C(C)C)C=C2C)C)C=C1)S(=O)(=O)C1=CC=C(C=C1)F ((4-{4-(Benzyloxy)-3-[(4-fluorophenyl)sulphonyl]benzyl}-3,5-dimethylphenoxy)(triisopropyl)silane). As a reaction SMILES: [CH2:1]([O:8][C:9]1[CH:14]=[CH:13][C:12]([CH:15]([C:17]2[C:22]([CH3:23])=[CH:21][C:20]([O:24][Si:25]([CH:32]([CH3:34])[CH3:33])([CH:29]([CH3:31])[CH3:30])[CH:26]([CH3:28])[CH3:27])=[CH:19][C:18]=2[CH3:35])O)=[CH:11][C:10]=1[S:36]([C:39]1[CH:44]=[CH:43][C:42]([F:45])=[CH:41][CH:40]=1)(=[O:38])=[O:37])[C:2]1[CH:7]=[CH:6][CH:5]=[CH:4][CH:3]=1.C([SiH](CC)CC)C.FC(F)(F)S(O[Si](C)(C)C)(=O)=O.[Cl-].[NH4+]>O1CCCC1>[CH2:1]([O:8][C:9]1[CH:14]=[CH:13][C:12]([CH2:15][C:17]2[C:22]([CH3:23])=[CH:21][C:20]([O:24][Si:25]([CH:26]([CH3:28])[CH3:27])([CH:32]([CH3:34])[CH3:33])[CH:29]([CH3:30])[CH3:31])=[CH:19][C:18]=2[CH3:35])=[CH:11][C:10]=1[S:36]([C:39]1[CH:44]=[CH:43][C:42]([F:45])=[CH:41][CH:40]=1)(=[O:37])=[O:38])[C:2]1[CH:3]=[CH:4][CH:5]=[CH:6][CH:7]=1 |f:3.4|. Reported procedure: 575 mg (0.89 mmol) of {4-(benzyloxy)-3-[(4-fluorophenyl)sulphonyl]phenyl}{2,6-dimethyl-4-[(triisopropylsilyl)oxy]phenyl}methanol (Example VIII) are dissolved in 10 ml of tetrahydrofuran. At 0° C., 1030.35 mg (8.86 mmol) of triethylsilane are initially added, and 78.78 mg (0.35 mmol) of trimethylsilyl trifluoromethane-sulphonate are then added dropwise. The reaction mixture is stirred for 1.5 hours, and saturated ammonium chloride solution is then added. The mixture is extracted three times with ...